The task is: describe an organic reaction: reactants, conditions, products, and yield. This data is from the Open Reaction Database (ORD), a public repository of structured organic reaction records. Starting materials: ClC1=CN=C(S1)NC(N(C1CCNCC1)[C@@H]1CC[C@H](CC1)C)=O (3-(5-chloro-thiazol-2-yl)-1-(trans-4-methyl-cyclohexyl)-1-piperidin-4-yl-urea), C(CCCCCC(=O)O)(=O)O (pimelic acid). Product: ClC1=CN=C(S1)NC(N(C1CCCCC1)C1CCN(CC1)C(CCCCCC(=O)O)=O)=O (7-{4-[3-(5-Chloro-thiazol-2-yl)-1-cyclohexyl-ureido]-piperidin-1-yl}-7-oxo-heptanoic acid). Reaction SMILES: [Cl:1][C:2]1[S:6][C:5]([NH:7][C:8](=[O:23])[N:9]([C@H:16]2[CH2:21][CH2:20][C@H:19](C)[CH2:18][CH2:17]2)[CH:10]2[CH2:15][CH2:14][NH:13][CH2:12][CH2:11]2)=[N:4][CH:3]=1.[C:24](O)(=[O:33])[CH2:25][CH2:26][CH2:27][CH2:28][CH2:29][C:30]([OH:32])=[O:31]>>[Cl:1][C:2]1[S:6][C:5]([NH:7][C:8](=[O:23])[N:9]([CH:10]2[CH2:11][CH2:12][N:13]([C:24](=[O:33])[CH2:25][CH2:26][CH2:27][CH2:28][CH2:29][C:30]([OH:32])=[O:31])[CH2:14][CH2:15]2)[CH:16]2[CH2:21][CH2:20][CH2:19][CH2:18][CH2:17]2)=[N:4][CH:3]=1. Procedure details: Prepared as described in general procedure (G) using 3-(5-chloro-thiazol-2-yl)-1-(trans-4-methyl-cyclohexyl)-1-piperidin-4-yl-urea and pimelic acid.